The task is: describe an organic reaction: reactants, conditions, products, and yield. This data is from the Open Reaction Database (ORD), a public repository of structured organic reaction records. The reactants are ClC1=CC=C(C=C1)CCCCCCCO (7-(4-chlorophenyl)heptan-1-ol), red phosphorus, Br (hydrogen bromide), S(O)(O)(=O)=O (sulfuric acid). Solvent: ice water. Run at time 6 hour. Yields the product ClC1=CC=C(C=C1)CCCCCCCBr (7-(4-chlorophenyl)heptyl bromide). Reaction SMILES: [Cl:1][C:2]1[CH:7]=[CH:6][C:5]([CH2:8][CH2:9][CH2:10][CH2:11][CH2:12][CH2:13][CH2:14]O)=[CH:4][CH:3]=1.[BrH:16].S(=O)(=O)(O)O>>[Cl:1][C:2]1[CH:7]=[CH:6][C:5]([CH2:8][CH2:9][CH2:10][CH2:11][CH2:12][CH2:13][CH2:14][Br:16])=[CH:4][CH:3]=1. Procedure details: 30 g of 7-(4-chlorophenyl)heptan-1-ol, 0.13 g of red phosphorus and 37 ml of 62% strength hydrogen bromide are boiled for 6 hours, 8 ml of concentrated sulfuric acid are then added dropwise and the mixture is boiled again for 6 hours. The reaction mixture is poured into 100 ml of ice-water and is extracted twice with diethyl ether; the ether extracts are concentrated and the residue is distilled. 33.5 g of 7-(4-chlorophenyl)heptyl bromide of b.p. 125° to 127° under 0.1 mm Hg are obtained.